Dataset: the Open Reaction Database (ORD), a public repository of structured organic reaction records. Task: describe an organic reaction: reactants, conditions, products, and yield Starting materials: C(C)(=O)O[C@@H]1C=CO[C@@H]([C@H]1OC(C)=O)COC(C)=O (tri-O-acetylglucal). The solvent is P(=O)([O-])([O-])[O-] (phosphate). Product: C(C)(=O)O[C@H]1[C@@H](C=CO[C@@H]1COC(C)=O)O (4,6-di-O-acetylglucal). The yield is 90.0%. As a reaction SMILES: C([O:4][C@H:5]1[C@H:10]([O:11][C:12](=[O:14])[CH3:13])[C@@H:9]([CH2:15][O:16][C:17](=[O:19])[CH3:18])[O:8][CH:7]=[CH:6]1)(=O)C>P([O-])([O-])([O-])=O>[C:12]([O:11][C@@H:10]1[C@@H:9]([CH2:15][O:16][C:17](=[O:19])[CH3:18])[O:8][CH:7]=[CH:6][C@H:5]1[OH:4])(=[O:14])[CH3:13]. Procedure details: 7.0 g (30 mmol) of tri-O-acetylglucal in 70 ml of 0.25M phosphate buffer (pH=7) are stirred with 7 g of lipase from Pseudomonas spec. (lipase P, from Amano Pharmaceutical Co., Ltd., Nagoya, Japan) (free or immobilized on SiO2) at room temperature. After the reaction is complete (about 5-7 h) the reusable enzyme is separated off. The desired 4,6-di-O-acetylglucal is obtained either by extraction of the aqueous solution with CHCl3 or ethyl acetate or after freeze-drying and subsequent taking up in... The reactants are FC1=CC=C(C=C1)C(CCC(=O)O)=O (4-(4-Fluoro-phenyl)-4-oxo-butyric acid), C1(=CC=CC=C1)S (thiophenol), C1(=CC=CC=C1)S (thiophenol), C([O-])([O-])=O.[K+].[K+] (potassium carbonate), CS(=O)C (dimethyl sulfoxide). Solvent: O (water). Run at temperature 110 celsius. The product is O=C(CCC(=O)O)C1=CC=C(C=C1)SC1=CC=CC=C1 (4-oxo-4-(4-phenylsulfanyl-phenyl)-butyric acid). The yield is 75.5%. RXN SMILES: F[C:2]1[CH:7]=[CH:6][C:5]([C:8](=[O:14])[CH2:9][CH2:10][C:11]([OH:13])=[O:12])=[CH:4][CH:3]=1.[C:15]1([SH:21])[CH:20]=[CH:19][CH:18]=[CH:17][CH:16]=1.C(=O)([O-])[O-].[K+].[K+].CS(C)=O>O>[O:14]=[C:8]([C:5]1[CH:6]=[CH:7][C:2]([S:21][C:15]2[CH:20]=[CH:19][CH:18]=[CH:17][CH:16]=2)=[CH:3][CH:4]=1)[CH2:9][CH2:10][C:11]([OH:13])=[O:12] |f:2.3.4|. Procedure details: 4-(4-Fluoro-phenyl)-4-oxo-butyric acid (10.0 g, 51 mmol), thiophenol (5.2 g, 51 mmol), thiophenol (5.2 g, 51 mmol) and powdered potassium carbonate (13.8 g, 100 mmol) were added to 25 mL of dimethyl sulfoxide (DMSO). The reaction mixture was heated to 110° C. for 2 hours, then cooled and diluted by addition of 250 mL water. The aqueous mixture was extracted three times with 100 mL of EtOAc, and the combined organic layers were dried (MgSO4), and evaporated under reduced pressure to yield 11 g (3... Reactants: COC(=O)c1cnc(Cl)nc1C(F)(F)F, CCN(C(C)C)C(C)C, Cc1c(Cl)nnc(N2CCNCC2)c1C, C1COCCO1. Yields the product COC(=O)c1cnc(N2CCN(c3nnc(Cl)c(C)c3C)CC2)nc1C(F)(F)F. As a reaction SMILES: [CH3:16][O:17][C:18](=[O:19])[c:20]1[c:21]([C:27]([F:28])([F:29])[F:30])[n:22][c:23]([Cl:26])[n:24][cH:25]1.[CH:31]([N:32]([CH:33]([CH3:34])[CH3:35])[CH2:36][CH3:37])([CH3:38])[CH3:39].[Cl:1][c:2]1[n:3][n:4][c:5]([N:10]2[CH2:11][CH2:12][NH:13][CH2:14][CH2:15]2)[c:6]([CH3:9])[c:7]1[CH3:8].[O:40]1[CH2:41][CH2:42][O:43][CH2:44][CH2:45]1>>[Cl:1][c:2]1[n:3][n:4][c:5]([N:10]2[CH2:11][CH2:12][N:13]([c:23]3[n:22][c:21]([C:27]([F:28])([F:29])[F:30])[c:20]([C:18]([O:17][CH3:16])=[O:19])[cH:25][n:24]3)[CH2:14][CH2:15]2)[c:6]([CH3:9])[c:7]1[CH3:8]. Starting materials: C1(C=2C(C(N1C[C@@H](CNC1=CC(=C(C=C1)N1CCOCC1)F)O)=O)=CC=CC2)=O (N-[3-pthalimido-2-(R)-hydroxypropyl]-3-fluoro-4-(morpholinyl)aniline), C(=O)(C=1NC=CN1)C=1NC=CN1 (carbonyl diimidazole). Solvent: C(Cl)Cl (methylene dichloride). Reaction conditions: time 20 hour. The product is FC=1C=C(C=CC1N1CCOCC1)N1C(O[C@H](C1)CN1C(C=2C(C1=O)=CC=CC2)=O)=O ((S)-N-[[3-[3-Fluoro-4-[4-morpholinyl]phenyl]-2-oxo-5-oxazolidinyl]methyl]phthalimide). Isolated yield 79.1%. Reaction SMILES: [C:1]1(=[O:29])[N:5]([CH2:6][C@H:7]([OH:23])[CH2:8][NH:9][C:10]2[CH:15]=[CH:14][C:13]([N:16]3[CH2:21][CH2:20][O:19][CH2:18][CH2:17]3)=[C:12]([F:22])[CH:11]=2)[C:4](=[O:24])[C:3]2=[CH:25][CH:26]=[CH:27][CH:28]=[C:2]12.[C:30](C1NC=CN=1)(C1NC=CN=1)=[O:31]>C(Cl)Cl>[F:22][C:12]1[CH:11]=[C:10]([N:9]2[CH2:8][C@H:7]([CH2:6][N:5]3[C:4](=[O:24])[C:3]4=[CH:25][CH:26]=[CH:27][CH:28]=[C:2]4[C:1]3=[O:29])[O:23][C:30]2=[O:31])[CH:15]=[CH:14][C:13]=1[N:16]1[CH2:17][CH2:18][O:19][CH2:20][CH2:21]1. Reported procedure: N-[3-pthalimido-2-(R)-hydroxypropyl]-3-fluoro-4-(morpholinyl)aniline (57 gm) is dissolved in methylene dichloride (600 ml), carbonyl diimidazole (32 gm) is added at ambient temperature and the reaction mixture is stirred for 20 hours. The reaction mass is washed with water and methylene dichloride is distilled to give 48 gm of (S)-N-[[3-[3-Fluoro-4-[4-morpholinyl]phenyl]-2-oxo-5-oxazolidinyl]methyl]phthalimide as solid. Reactants: OCCN1C(N([C@H](C1)C(C)C)C1=NC=2N(C=C1)N=CC2C2=CC=C(C=C2)C2=NN(C=N2)COCC[Si](C)(C)C)=O ((S)-1-(2-hydroxyethyl)-4-isopropyl-3-(3-(4-(1-((2-(trimethylsilyl)ethoxy)methyl)-1H-1,2,4-triazol-3-yl)phenyl)pyrazolo[1,5-a]pyrimidin-5-yl)imidazolidin-2-one), C(C)N(C(C)C)C(C)C (N-ethyl-N-isopropylpropan-2-amine), CC1=CC=C(C=C1)S(=O)(=O)Cl (4-methylbenzene-1-sulfonyl chloride). Run in ClCCl.N1=CC=CC=C1 (dichloromethane pyridine). Conditions: time 8 hour. Yields the product C1(=CC=CC=C1)S(=O)(=O)OCCN1C(N([C@H](C1)C(C)C)C1=NC=2N(C=C1)N=CC2C2=CC=C(C=C2)C2=NN(C=N2)COCC[Si](C)(C)C)=O ((S)-2-(4-isopropyl-2-oxo-3-(3-(4-(1-((2-(trimethylsilyl)ethoxy)methyl)-1H-1,2,4-triazol-3-yl)phenyl)pyrazolo[1,5-a]pyrimidin-5-yl)imidazolidin-1-yl)ethyl benzenesulfonate). Reaction SMILES: [OH:1][CH2:2][CH2:3][N:4]1[CH2:8][C@H:7]([CH:9]([CH3:11])[CH3:10])[N:6]([C:12]2[CH:17]=[CH:16][N:15]3[N:18]=[CH:19][C:20]([C:21]4[CH:26]=[CH:25][C:24]([C:27]5[N:31]=[CH:30][N:29]([CH2:32][O:33][CH2:34][CH2:35][Si:36]([CH3:39])([CH3:38])[CH3:37])[N:28]=5)=[CH:23][CH:22]=4)=[C:14]3[N:13]=2)[C:5]1=[O:40].C(N(C(C)C)C(C)C)C.C[C:51]1[CH:56]=[CH:55][C:54]([S:57](Cl)(=[O:59])=[O:58])=[CH:53][CH:52]=1>ClCCl.N1C=CC=CC=1>[C:54]1([S:57]([O:1][CH2:2][CH2:3][N:4]2[CH2:8][C@H:7]([CH:9]([CH3:11])[CH3:10])[N:6]([C:12]3[CH:17]=[CH:16][N:15]4[N:18]=[CH:19][C:20]([C:21]5[CH:22]=[CH:23][C:24]([C:27]6[N:31]=[CH:30][N:29]([CH2:32][O:33][CH2:34][CH2:35][Si:36]([CH3:37])([CH3:39])[CH3:38])[N:28]=6)=[CH:25][CH:26]=5)=[C:14]4[N:13]=3)[C:5]2=[O:40])(=[O:59])=[O:58])[CH:55]=[CH:56][CH:51]=[CH:52][CH:53]=1 |f:3.4|. Reported procedure: To a solution of (S)-1-(2-hydroxyethyl)-4-isopropyl-3-(3-(4-(1-((2-(trimethylsilyl)ethoxy)methyl)-1H-1,2,4-triazol-3-yl)phenyl)pyrazolo[1,5-a]pyrimidin-5-yl)imidazolidin-2-one (Example 25, step 6; 0.080 g, 0.142 mmol) in dichloromethane/pyridine (1:1, 10 mL total) was added N-ethyl-N-isopropylpropan-2-amine (0.0520 mL, 0.284 mmol) and 4-methylbenzene-1-sulfonyl chloride (0.136 g, 0.711 mmol). The reaction was stirred overnight at ambient temperature to provide (S)-2-(4-isopropyl-2-oxo-3-(3-(4-(1... Starting materials: S(=O)(Cl)Cl (Thionyl chloride), ClC1=CC=C(C(=O)CCC(=O)O)C=C1 (3-(4-chlorobenzoyl)propionic acid), CO (methanol). Product: ClC1=CC=C(C(=O)CCC(=O)OC)C=C1 (methyl 3-(4-chlorobenzoyl)propionate). The yield is 97.0%. As a reaction SMILES: S(Cl)(Cl)=O.[Cl:5][C:6]1[CH:18]=[CH:17][C:9]([C:10]([CH2:12][CH2:13][C:14]([OH:16])=[O:15])=[O:11])=[CH:8][CH:7]=1.[CH3:19]O>>[Cl:5][C:6]1[CH:7]=[CH:8][C:9]([C:10]([CH2:12][CH2:13][C:14]([O:16][CH3:19])=[O:15])=[O:11])=[CH:17][CH:18]=1. Procedure details: Thionyl chloride (2.4 ml, 33 mmol) was added dropwise to a stirred solution of 3-(4-chlorobenzoyl)propionic acid (5.0 g, 24 mmol) in dry methanol (50 ml) at 0° C. The mixture was heated at reflux for 2 h, cooled and the solvent removed under reduced pressure to give methyl 3-(4-chlorobenzoyl)propionate (5.3 g, 97%) as a colourless oil. deltaH (250 MHz, CDCl3) 7.93 (2H, d, J 8.5 Hz), 7.45 (2H, d, J 8.6 Hz), 3.72 (3H, s), 3.29 (2H, t, J 6.6 Hz), 2.78 (2H, t, J 6.6 Hz). The reactants are CCCCOC(N)=O, CCCCCCCCCCCCCCCCCCCNC=O, Clc1ccccc1, O=C(Cl)Cl. The product is CCCCOC(=O)N=C=O. RXN SMILES: [C:1]([NH2:2])([O:3][CH2:4][CH2:5][CH2:6][CH3:7])=[O:8].[CH3:13][CH2:14][CH2:15][CH2:16][CH2:17][CH2:18][CH2:19][CH2:20][CH2:21][CH2:22][CH2:23][CH2:24][CH2:25][CH2:26][CH2:27][CH2:28][CH2:29][CH2:30][CH2:31][NH:32][CH:33]=[O:34].[Cl:35][c:36]1[cH:37][cH:38][cH:39][cH:40][cH:41]1.[Cl:9][C:10]([Cl:11])=[O:12]>>[C:1]([N:2]=[C:10]=[O:12])([O:3][CH2:4][CH2:5][CH2:6][CH3:7])=[O:8]. The reactants are Brc1cnc2[nH]ccc2n1, C[Si](C)(C)CCOCCl, [H-], [Na+], CN(C)C=O. Product: C[Si](C)(C)CCOCn1ccc2nc(Br)cnc21. As a reaction SMILES: [Br:1][c:2]1[n:3][c:4]2[c:5]([n:6][cH:7]1)[nH:8][cH:9][cH:10]2.[Cl:13][CH2:14][O:15][CH2:16][CH2:17][Si:18]([CH3:19])([CH3:20])[CH3:21].[H-:12].[Na+:11].[O:22]=[CH:23][N:24]([CH3:25])[CH3:26]>>[Br:1][c:2]1[n:3][c:4]2[c:5]([n:6][cH:7]1)[n:8]([CH2:14][O:15][CH2:16][CH2:17][Si:18]([CH3:19])([CH3:20])[CH3:21])[cH:9][cH:10]2. Starting materials: NC=1N=C(C=C2C=CC=NC12)C1=NC=CC=C1C (8-amino-6-(3-methyl-2-pyridinyl)-1,7-naphthyridine), CO (methanol), Cl (hydrochloric acid), CO (methanol). Reagents/catalysts: [Pd] (palladium-on-carbon). The product is hydrochloride salt, NC=1N=C(C=C2CCCNC12)C1=NC=CC=C1C (8-amino-1,2,3,4-tetrahydro-6-(3-methyl-2-pyridinyl)-1,7-naphthyridine), C(C)[O-] (ethanolate). As a reaction SMILES: [NH2:1][C:2]1[N:3]=[C:4]([C:12]2[C:17]([CH3:18])=[CH:16][CH:15]=[CH:14][N:13]=2)[CH:5]=[C:6]2[C:11]=1[N:10]=[CH:9][CH:8]=[CH:7]2.Cl.[CH3:20][OH:21]>[Pd]>[NH2:1][C:2]1[N:3]=[C:4]([C:12]2[C:17]([CH3:18])=[CH:16][CH:15]=[CH:14][N:13]=2)[CH:5]=[C:6]2[C:11]=1[NH:10][CH2:9][CH2:8][CH2:7]2.[CH2:20]([O-:21])[CH3:2]. Procedure details: Hydrogenate a mixture of 8-amino-6-(3-methyl-2-pyridinyl)-1,7-naphthyridine (10.0 g, 0.0425 mol) and 5% palladium-on-carbon (0.52 g) in methanol (150 mL) at 50 psi for 18 hours. Acidify with 3.4 M ethereal hydrochloric acid (12.5 mL, 0.0425 mol), dilute with methanol (200 mL) and continue hydrogenation for another 24 hours. Filter the reaction mixture through Celite, evaporate the filtrate under reduced pressure and triturate the residue in diethyl ether (450 mL). Filter and crystallize the isol...